From a dataset of the Open Reaction Database (ORD), a public repository of structured organic reaction records. describe an organic reaction: reactants, conditions, products, and yield Starting materials: C1(CC1)N1CCN(CC1)C(=O)OC(C)(C)C (tert-butyl 4-cyclopropylpiperazine-1-carboxylate), Cl (HCl). Run in hexanes, O1C=COC=C1 (1,4-dioxin). Reaction conditions: temperature 45 celsius. Yields the product Cl.Cl.C1(CC1)N1CCNCC1 (1-Cyclopropylpiperazine dihydrochloride). Reaction SMILES: [CH:1]1([N:4]2[CH2:9][CH2:8][N:7](C(OC(C)(C)C)=O)[CH2:6][CH2:5]2)[CH2:3][CH2:2]1.[ClH:17]>O1C=COC=C1>[ClH:17].[ClH:17].[CH:1]1([N:4]2[CH2:9][CH2:8][NH:7][CH2:6][CH2:5]2)[CH2:3][CH2:2]1 |f:3.4.5|. Procedure: A solution of tert-butyl 4-cyclopropylpiperazine-1-carboxylate (92 g) in 1,4-dioxin (200 mL) was treated with HCl (4 M in 1,4-dioxin, 500 mL) over 10 min while maintaining the temperature below 40° C. After the addition was complete, the mixture was heated at 45° C. for 9 h and then was cooled to room temperature. The thick suspension was diluted with hexanes (400 mL) and was cooled to 10° C. The resulting solid was collected by filtration, washed with hexanes, and dried to yield the title compo... The reactants are O=C1NC2=CC=C(C=C2C(=C1)C(F)(F)F)CC1=CC=C(C=C1)S(=O)(=O)Cl (4-(2-oxo-4-trifluoromethyl-1,2-dihydroquinolin-6-ylmethyl)benzene-sulfonyl chloride), C(C1=CC=CC=C1)N (BnNH2). The product is C(C1=CC=CC=C1)NS(=O)(=O)C1=CC=C(C=C1)CC=1C=C2C(=CC(NC2=CC1)=O)C(F)(F)F (N-Benzyl-4-(2-oxo-4-trifluoromethyl-1,2-dihydroquinolin-6-ylmethyl)benzenesulfonamide). Yield: 61.9%. Reaction SMILES: [O:1]=[C:2]1[CH:11]=[C:10]([C:12]([F:15])([F:14])[F:13])[C:9]2[C:4](=[CH:5][CH:6]=[C:7]([CH2:16][C:17]3[CH:22]=[CH:21][C:20]([S:23](Cl)(=[O:25])=[O:24])=[CH:19][CH:18]=3)[CH:8]=2)[NH:3]1.[CH2:27]([NH2:34])[C:28]1[CH:33]=[CH:32][CH:31]=[CH:30][CH:29]=1>>[CH2:27]([NH:34][S:23]([C:20]1[CH:21]=[CH:22][C:17]([CH2:16][C:7]2[CH:8]=[C:9]3[C:4](=[CH:5][CH:6]=2)[NH:3][C:2](=[O:1])[CH:11]=[C:10]3[C:12]([F:15])([F:14])[F:13])=[CH:18][CH:19]=1)(=[O:25])=[O:24])[C:28]1[CH:33]=[CH:32][CH:31]=[CH:30][CH:29]=1. Reported procedure: Reaction of 4-(2-oxo-4-trifluoromethyl-1,2-dihydroquinolin-6-ylmethyl)benzene-sulfonyl chloride (Preparation 1, 26 mg, 65 μmol) with an excess of BnNH2 (280 mg, 2600 μmol), by the method described for Example 1, generated the title compound (19 mg, 61%): δH ((CD3)2SO)=3.95 (d, 2H), 4.15 (s, 2H), 7.00 (s, 1H), 7.15–7.25 (m, 5H), 7.35–7.45 (m, 3H), 7.50 (d, 1H), 7.55 (s, 1H), 7.70 (d, 2H), 8.05 (t, 1H); m/z (ES+)=514.2 [M+H +MeCN]+.